From a dataset of the Open Reaction Database (ORD), a public repository of structured organic reaction records. describe an organic reaction: reactants, conditions, products, and yield The reactants are CC(C(COC1=C(C=C(C=C1)C(CC)(CC)C=1OC2=C(C1)C=C(C=C2)OS(=O)(=O)C)C)=O)(C)C (Methanesulfonic acid 2-{1-[4-(3,3-dimethyl-2-oxo-butoxy)-3-methyl-phenyl]-1-ethyl-propyl}-benzofuran-5-yl ester), [BH4-].[Na+] (NaBH4). Solvent: C1CCOC1 (THF). The product is C(C)C(CC)(C1=CC(=C(C=C1)OCC(C(C)(C)C)O)C)C=1OC2=C(C1)C=C(C=C2)OS(=O)(=O)C (Methanesulfonic acid 2-{1-ethyl-1-[4-(2-hydroxy-3,3-dimethyl-butoxy)-3-methyl-phenyl]-propyl}-benzofuran-5-yl ester). Yield: 99.3%. RXN SMILES: [CH3:1][C:2]([CH3:34])([CH3:33])[C:3](=[O:32])[CH2:4][O:5][C:6]1[CH:11]=[CH:10][C:9]([C:12]([C:17]2[O:18][C:19]3[CH:25]=[CH:24][C:23]([O:26][S:27]([CH3:30])(=[O:29])=[O:28])=[CH:22][C:20]=3[CH:21]=2)([CH2:15][CH3:16])[CH2:13][CH3:14])=[CH:8][C:7]=1[CH3:31].[BH4-].[Na+]>C1COCC1>[CH2:13]([C:12]([C:17]1[O:18][C:19]2[CH:25]=[CH:24][C:23]([O:26][S:27]([CH3:30])(=[O:29])=[O:28])=[CH:22][C:20]=2[CH:21]=1)([C:9]1[CH:10]=[CH:11][C:6]([O:5][CH2:4][CH:3]([OH:32])[C:2]([CH3:33])([CH3:34])[CH3:1])=[C:7]([CH3:31])[CH:8]=1)[CH2:15][CH3:16])[CH3:14] |f:1.2|. Procedure: Methanesulfonic acid 2-{1-[4-(3,3-dimethyl-2-oxo-butoxy)-3-methyl-phenyl]-1-ethyl-propyl}-benzofuran-5-yl ester (100 mg, 0.206 mmol) and NaBH4 (8.0 mg, 0.206 mmol) in THF (5.0 mL) are reacted analogous to Example 19 to give the title compound (100 mg, 100%). MS (ES) m/e: 506.2 (M+18). Starting materials: CN(C=1C(=CC(=C(C1)CC#N)[N+](=O)[O-])C(F)(F)F)C ((5-dimethylamino-2-nitro-4-trifluoromethylphenyl)acetonitrile), C(C)O (ethanol), C(C)(=O)O (acetic acid). The reagents and catalysts are [C].[Pd] (palladium-carbon). Solvent: O (water). Run at temperature 35 celsius, time 16 hour. Product: CN(C=1C=C2C=CNC2=CC1C(F)(F)F)C (Dimethyl-(6-trifluoromethyl-1H-indol-5-yl)amine). Isolated yield 119.7%. RXN SMILES: [CH3:1][N:2]([CH3:19])[C:3]1[C:4]([C:15]([F:18])([F:17])[F:16])=[CH:5][C:6]([N+:12]([O-])=O)=[C:7]([CH2:9][C:10]#N)[CH:8]=1.C(O)C.C(O)(=O)C>[C].[Pd].O>[CH3:1][N:2]([CH3:19])[C:3]1[CH:8]=[C:7]2[C:6](=[CH:5][C:4]=1[C:15]([F:18])([F:17])[F:16])[NH:12][CH:10]=[CH:9]2 |f:3.4|. Procedure: To a solution of (5-dimethylamino-2-nitro-4-trifluoromethylphenyl)acetonitrile (0.058 g) in a mixed solvent of ethanol (1 mL), acetic acid (0.1 mL) and water (0.1 mL) was added palladium-carbon powder (0.0058 g), and this mixture was stirred at 35° C. for 16 hours. The insoluble material was removed by filtration and the filtrate was concentrated under reduced pressure to give the title compound (0.058 g). Reactants: COC(=O)c1c(I)cc(I)c(OC)c1I, CO, Cl, [Li+], C1COCCO1, [OH-], O. The product is COc1c(I)cc(I)c(C(=O)O)c1I. As a reaction SMILES: [CH3:1][O:2][c:3]1[c:4]([I:15])[c:5]([C:6](=[O:7])[O:8][CH3:9])[c:10]([I:14])[cH:11][c:12]1[I:13].[CH3:25][OH:26].[ClH:18].[Li+:16].[O:19]1[CH2:20][CH2:21][O:22][CH2:23][CH2:24]1.[OH-:17].[OH2:27]>>[CH3:1][O:2][c:3]1[c:4]([I:15])[c:5]([C:6](=[O:7])[OH:8])[c:10]([I:14])[cH:11][c:12]1[I:13]. Reactants: [H-].[Na+] (NaH), CI (MeI), BrCCC1=CNC2=CC(=CC=C12)OC (3-(2-Bromo-ethyl)-6-methoxy-1H-indole). Solvent: C1CCOC1 (THF), C1CCOC1 (THF). Reaction conditions: time 5 minute. Product: BrCCC1=CN(C2=CC(=CC=C12)OC)C (3-(2-Bromoethyl)-6-methoxy-1-methyl-1H-indole). RXN SMILES: [H-].[Na+].[CH3:3]I.[Br:5][CH2:6][CH2:7][C:8]1[C:16]2[C:11](=[CH:12][C:13]([O:17][CH3:18])=[CH:14][CH:15]=2)[NH:10][CH:9]=1>C1COCC1>[Br:5][CH2:6][CH2:7][C:8]1[C:16]2[C:11](=[CH:12][C:13]([O:17][CH3:18])=[CH:14][CH:15]=2)[N:10]([CH3:3])[CH:9]=1 |f:0.1|. Reported procedure: A flask was charged with NaH (110 mg, 4.60 mmol), MeI (0.39 mL, 6.13 mmol) and THF (1.5 mL). The resulting grey suspension was stirred at rt for 5 min, then a solution of 3-(2-Bromo-ethyl)-6-methoxy-1H-indole (156 mg, 0.61 mmol) in THF (2.5 mL) was added dropwise. After stirring for 18 h at rt, the reaction mixture was concentrated, redissolved in DCM and washed with H2O (3×). The org. layer was dried (MgSO4), filtered and the solvent was removed under reduced pressure to yield the title compoun... The reactants are N[C@H]1C(N(C2=CC(=CC=C2C1)Br)O)=O ((3R)-3-amino-7-bromo-1-hydroxy-3,4-dihydroquinolin-2(1H)-one), BrC1=CC=C2C[C@@H](C(N(C2=C1)OC(=O)OC(C)(C)C)=O)NC(OC(C)(C)C)=O (tert-butyl {(3S)-7-bromo-1-[(tert-butoxycarbonyl)oxy]-2-oxo-1,2,3,4-tetrahydroquinolin-3-yl}carbamate). The product is N[C@@H]1C(N(C2=CC(=CC=C2C1)Br)O)=O ((3S)-3-amino-7-bromo-1-hydroxy-3,4-dihydroquinolin-2(1H)-one), powder. The yield is 62.0%. As a reaction SMILES: [NH2:1][C@@H:2]1[CH2:11][C:10]2[C:5](=[CH:6][C:7]([Br:12])=[CH:8][CH:9]=2)[N:4]([OH:13])[C:3]1=[O:14].BrC1C=C2C(C[C@H](NC(=O)OC(C)(C)C)C(=O)N2OC(OC(C)(C)C)=O)=CC=1>>[NH2:1][C@H:2]1[CH2:11][C:10]2[C:5](=[CH:6][C:7]([Br:12])=[CH:8][CH:9]=2)[N:4]([OH:13])[C:3]1=[O:14]. Reported procedure: Following the procedure for the preparation of (3R)-3-amino-7-bromo-1-hydroxy-3,4-dihydroquinolin-2(1H)-one (29) in Example 5 but using tert-butyl {(3S)-7-bromo-1-[(tert-butoxycarbonyl)oxy]-2-oxo-1,2,3,4-tetrahydroquinolin-3-yl}carbamate (28) as starting material, the title product was obtained as a white powder (23 mg, 62%). LCMS m/z 258.9 (M+1). 1H NMR (500 MHz, DMSO-d6) δ 2.70 (br dd, J=15.6, 12.7 Hz, 1H) 2.99 (dd, J=15.6, 6.1 Hz, 1H), 3.52 (dd, J=12.7, 6.0 Hz, 1H), 7.16-7.20 (m, 2H), 7.28 (d... RXN SMILES: [C:1]([CH3:2])([CH3:3])([CH3:4])[O:5][C:6](=[O:7])[N:8]1[CH:9]([CH:21]([O:22][C:23]([S:24][CH3:25])=[S:26])[c:27]2[c:28](-[n:33]3[cH:34][n:35][c:36]4[n:37]([CH3:45])[c:38](=[O:44])[n:39]([CH3:43])[c:40](=[O:42])[c:41]34)[cH:29][cH:30][cH:31][cH:32]2)[CH2:10][N:11]([C:14](=[O:15])[O:16][C:17]([CH3:18])([CH3:19])[CH3:20])[CH2:12][CH2:13]1.[CH2:46]([SnH:47]([CH2:48][CH2:49][CH2:50][CH3:51])[CH2:52][CH2:53][CH2:54][CH3:55])[CH2:56][CH2:57][CH3:58].[CH3:71][c:72]1[cH:73][cH:74][cH:75][cH:76][cH:77]1.[N:59]([C:60]([CH3:61])([CH3:62])[C:63]#[N:64])=[N:65][C:66]([CH3:67])([CH3:68])[C:69]#[N:70]>>[C:1]([CH3:2])([CH3:3])([CH3:4])[O:5][C:6](=[O:7])[N:8]1[CH:9]([CH2:21][c:27]2[c:28](-[n:33]3[cH:34][n:35][c:36]4[n:37]([CH3:45])[c:38](=[O:44])[n:39]([CH3:43])[c:40](=[O:42])[c:41]34)[cH:29][cH:30][cH:31][cH:32]2)[CH2:10][N:11]([C:14](=[O:15])[O:16][C:17]([CH3:18])([CH3:19])[CH3:20])[CH2:12][CH2:13]1. Reactants: CSC(=S)OC(c1ccccc1-n1cnc2c1c(=O)n(C)c(=O)n2C)C1CN(C(=O)OC(C)(C)C)CCN1C(=O)OC(C)(C)C, CCCC[SnH](CCCC)CCCC, Cc1ccccc1, CC(C)(C#N)N=NC(C)(C)C#N. Yields the product Cn1c(=O)c2c(ncn2-c2ccccc2CC2CN(C(=O)OC(C)(C)C)CCN2C(=O)OC(C)(C)C)n(C)c1=O. Reactants: FC1=C(NC=2C(=CNC(C2)=O)C(=O)NCCO)C=CC(=C1)I (4-(2-Fluoro-4-iodoanilino)-N-(2-hydroxyethyl)-6-oxo-1,6-dihydro-3-pyridinecarboxamide), [Si](C)(C)(C)C#C (TMS-acetylene). Reagents/catalysts: [Cu]I (CuI), Cl[Pd]([P](C1=CC=CC=C1)(C2=CC=CC=C2)C3=CC=CC=C3)([P](C4=CC=CC=C4)(C5=CC=CC=C5)C6=CC=CC=C6)Cl ((Ph3P)2PdCl2). The solvent is C1CCOC1.CN(C)C=O (THF DMF). Yields the product FC1=C(NC=2C(=CNC(C2)=O)C(=O)NCCO)C=CC(=C1)C#C[Si](C)(C)C (4-{2-fluoro-4-[(trimethylsilyl)ethynyl]anilino}-N-(2-hydroxyethyl)-6-oxo-1,6-dihydro-3-pyridinecarboxamide). The yield is 72.0%. As a reaction SMILES: [F:1][C:2]1[CH:21]=[C:20](I)[CH:19]=[CH:18][C:3]=1[NH:4][C:5]1[C:6]([C:12]([NH:14][CH2:15][CH2:16][OH:17])=[O:13])=[CH:7][NH:8][C:9](=[O:11])[CH:10]=1.[Si:23]([C:27]#[CH:28])([CH3:26])([CH3:25])[CH3:24]>C1COCC1.CN(C=O)C.[Cu]I.Cl[Pd](Cl)([P](C1C=CC=CC=1)(C1C=CC=CC=1)C1C=CC=CC=1)[P](C1C=CC=CC=1)(C1C=CC=CC=1)C1C=CC=CC=1>[F:1][C:2]1[CH:21]=[C:20]([C:28]#[C:27][Si:23]([CH3:26])([CH3:25])[CH3:24])[CH:19]=[CH:18][C:3]=1[NH:4][C:5]1[C:6]([C:12]([NH:14][CH2:15][CH2:16][OH:17])=[O:13])=[CH:7][NH:8][C:9](=[O:11])[CH:10]=1 |f:2.3,^1:43,62|. Procedure details: 4-(2-Fluoro-4-iodoanilino)-N-(2-hydroxyethyl)-6-oxo-1,6-dihydro-3-pyridinecarboxamide was reacted with TMS-acetylene in the presence of CuI, (Ph3P)2PdCl2 and TEA in THF/DMF (1:1) as for example 2. The residue resulting from removal of the reaction solvents under reduced pressure was purified by column chromatography on silica gel (10% MeOH/CH2Cl2 as eluant) to give 4-{2-fluoro-4-[(trimethylsilyl)ethynyl]anilino}-N-(2-hydroxyethyl)-6-oxo-1,6-dihydro-3-pyridinecarboxamide as an off-white solid (72... The reactants are C1(CC1)N(C(=O)[C@H]1CN(CC[C@@H]1C1=CC=C(C=C1)OCCOC1=C(C=C(C=C1Cl)C)Cl)C(=O)OC(C)(C)C)CC1=CC(=CC(=C1)CCCOC)O (tert-butyl (3R,4S)-3-({cyclopropyl[3-hydroxy-5-(3-methoxy-propyl)benzyl]amino}carbonyl)-4-{4-[2-(2,6-dichloro-4-methylphenoxy)ethoxy]-phenyl}piperidine-1-carboxylate), CS(=O)(=O)OCC1(CC1)CC#N ([1-(cyanomethyl)cyclopropyl]methyl methanesulfonate), C([O-])([O-])=O.[Cs+].[Cs+] (cesium carbonate). The solvent is CN(C)C=O (DMF), CCOCC (ether). Run at temperature 80 celsius, time 18 hour. Product: C(#N)CC1(CC1)COC=1C=C(CN(C(=O)[C@H]2CN(CC[C@@H]2C2=CC=C(C=C2)OCCOC2=C(C=C(C=C2Cl)C)Cl)C(=O)OC(C)(C)C)C2CC2)C=C(C1)CCCOC (tert-Butyl (3R,4S)-3-{[[3-{[1-(cyanomethyl)cyclopropyl]methoxy}-5-(3-methoxypropyl)benzyl](cyclopropyl)amino]carbonyl}-4-{4-[2-(2,6-dichloro-4-methylphenoxy)ethoxy]phenyl}piperidine-1-carboxylate). Reaction SMILES: [CH:1]1([N:4]([CH2:39][C:40]2[CH:45]=[C:44]([CH2:46][CH2:47][CH2:48][O:49][CH3:50])[CH:43]=[C:42]([OH:51])[CH:41]=2)[C:5]([C@@H:7]2[C@@H:12]([C:13]3[CH:18]=[CH:17][C:16]([O:19][CH2:20][CH2:21][O:22][C:23]4[C:28]([Cl:29])=[CH:27][C:26]([CH3:30])=[CH:25][C:24]=4[Cl:31])=[CH:15][CH:14]=3)[CH2:11][CH2:10][N:9]([C:32]([O:34][C:35]([CH3:38])([CH3:37])[CH3:36])=[O:33])[CH2:8]2)=[O:6])[CH2:3][CH2:2]1.CS(O[CH2:57][C:58]1([CH2:61][C:62]#[N:63])[CH2:60][CH2:59]1)(=O)=O.C(=O)([O-])[O-].[Cs+].[Cs+]>CN(C=O)C.CCOCC>[C:62]([CH2:61][C:58]1([CH2:57][O:51][C:42]2[CH:41]=[C:40]([CH:45]=[C:44]([CH2:46][CH2:47][CH2:48][O:49][CH3:50])[CH:43]=2)[CH2:39][N:4]([CH:1]2[CH2:3][CH2:2]2)[C:5]([C@@H:7]2[C@@H:12]([C:13]3[CH:14]=[CH:15][C:16]([O:19][CH2:20][CH2:21][O:22][C:23]4[C:28]([Cl:29])=[CH:27][C:26]([CH3:30])=[CH:25][C:24]=4[Cl:31])=[CH:17][CH:18]=3)[CH2:11][CH2:10][N:9]([C:32]([O:34][C:35]([CH3:38])([CH3:37])[CH3:36])=[O:33])[CH2:8]2)=[O:6])[CH2:60][CH2:59]1)#[N:63] |f:2.3.4|. Procedure: To a solution of tert-butyl (3R,4S)-3-({cyclopropyl[3-hydroxy-5-(3-methoxy-propyl)benzyl]amino}carbonyl)-4-{4-[2-(2,6-dichloro-4-methylphenoxy)ethoxy]-phenyl}piperidine-1-carboxylate (1 eq.) from Example 1/Step 2 in DMF (0.1 M) was added [1-(cyanomethyl)cyclopropyl]methyl methanesulfonate (appendage 4) (2 eq.) and cesium carbonate (2 eq.). The reaction was heated to 80° C. and stirred for 18 h. After cooling to rt, the reaction was diluted with ether. The organic extract was washed with water, b...